This data is from the Open Reaction Database (ORD), a public repository of structured organic reaction records. The task is: describe an organic reaction: reactants, conditions, products, and yield Reactants: FC1=CC=C(C=C1)C1=NOC(=C1C=1N=CNC1)C(F)(F)F (3-(4-fluoro-phenyl)-4-(1H-imidazol-4-yl)-5-trifluoromethyl-isoxazole), FC1=CC=C(C=C1)[N+](=O)[O-] (1-fluoro-4-nitrobenzene). Product: FC1=CC=C(C=C1)C1=NOC(=C1C=1N=CN(C1)C1=CC=C(C=C1)[N+](=O)[O-])C(F)(F)F (3-(4-Fluoro-phenyl)-4-[1-(4-nitro-phenyl)-1H-imidazol-4-yl]-5-trifluoromethyl-isoxazole). Yield: 71.0%. Reaction SMILES: [F:1][C:2]1[CH:7]=[CH:6][C:5]([C:8]2[C:12]([C:13]3[N:14]=[CH:15][NH:16][CH:17]=3)=[C:11]([C:18]([F:21])([F:20])[F:19])[O:10][N:9]=2)=[CH:4][CH:3]=1.F[C:23]1[CH:28]=[CH:27][C:26]([N+:29]([O-:31])=[O:30])=[CH:25][CH:24]=1>>[F:1][C:2]1[CH:7]=[CH:6][C:5]([C:8]2[C:12]([C:13]3[N:14]=[CH:15][N:16]([C:23]4[CH:28]=[CH:27][C:26]([N+:29]([O-:31])=[O:30])=[CH:25][CH:24]=4)[CH:17]=3)=[C:11]([C:18]([F:21])([F:19])[F:20])[O:10][N:9]=2)=[CH:4][CH:3]=1. Reported procedure: As described for Example 24, 3-(4-fluoro-phenyl)-4-(1H-imidazol-4-yl)-5-trifluoromethyl-isoxazole (100 mg, 0.34 mmol), using 1-fluoro-4-nitrobenzene instead of 4-fluoroacetophenone, was converted to the title compound (100 mg, 71%) which was obtained as a yellow solid. MS: m/e=417.1 [M−H]−. The reactants are CC#N, Clc1ccnc2oc(I)c(-c3ccccc3)c12, CC1(C)OB(c2ccc(OCCN3CCCCC3)c(F)c2)OC1(C)C, [Na+], [Na+], O=C([O-])[O-], O, c1ccc(P(c2ccccc2)(c2ccccc2)[Pd](P(c2ccccc2)(c2ccccc2)c2ccccc2)(P(c2ccccc2)(c2ccccc2)c2ccccc2)P(c2ccccc2)(c2ccccc2)c2ccccc2)cc1. The product is Fc1cc(-c2oc3nccc(Cl)c3c2-c2ccccc2)ccc1OCCN1CCCCC1. As a reaction SMILES: [CH3:49][C:50]#[N:51].[Cl:1][c:2]1[c:3]2[c:4]([n:5][cH:6][cH:7]1)[o:8][c:9]([I:17])[c:10]2-[c:11]1[cH:12][cH:13][cH:14][cH:15][cH:16]1.[F:18][c:19]1[c:20]([O:21][CH2:22][CH2:23][N:24]2[CH2:25][CH2:26][CH2:27][CH2:28][CH2:29]2)[cH:30][cH:31][c:32]([B:34]2[O:35][C:36]([CH3:37])([CH3:38])[C:39]([CH3:40])([CH3:41])[O:42]2)[cH:33]1.[Na+:43].[Na+:44].[O-:45][C:46](=[O:47])[O-:48].[OH2:129].[cH:52]1[cH:53][cH:54][c:55]([P:56]([Pd:57]([P:58]([c:59]2[cH:60][cH:61][cH:62][cH:63][cH:64]2)([c:65]2[cH:66][cH:67][cH:68][cH:69][cH:70]2)[c:71]2[cH:72][cH:73][cH:74][cH:75][cH:76]2)([P:77]([c:78]2[cH:79][cH:80][cH:81][cH:82][cH:83]2)([c:84]2[cH:85][cH:86][cH:87][cH:88][cH:89]2)[c:90]2[cH:91][cH:92][cH:93][cH:94][cH:95]2)[P:96]([c:97]2[cH:98][cH:99][cH:100][cH:101][cH:102]2)([c:103]2[cH:104][cH:105][cH:106][cH:107][cH:108]2)[c:109]2[cH:110][cH:111][cH:112][cH:113][cH:114]2)([c:115]2[cH:116][cH:117][cH:118][cH:119][cH:120]2)[c:121]2[cH:122][cH:123][cH:124][cH:125][cH:126]2)[cH:127][cH:128]1>>[Cl:1][c:2]1[c:3]2[c:4]([n:5][cH:6][cH:7]1)[o:8][c:9](-[c:32]1[cH:31][cH:30][c:20]([O:21][CH2:22][CH2:23][N:24]3[CH2:25][CH2:26][CH2:27][CH2:28][CH2:29]3)[c:19]([F:18])[cH:33]1)[c:10]2-[c:11]1[cH:12][cH:13][cH:14][cH:15][cH:16]1. The reactants are C1(=CC=CC=C1)N1[Se]C2=C(C1=O)C=CC=C2 (2-phenyl-1,2-benzisoselenazole-3(2H)-one), SCCC(=O)O (3-mercaptopropionic acid). Yields the product C1(=CC=CC=C1)NC(=O)C1=C(C=CC=C1)[Se]SCCC(=O)O (S-(2-phenylcarbamoyl-phenylselenyl)-3-mercaptopropionic acid). As a reaction SMILES: [C:1]1([N:7]2[C:11](=[O:12])[C:10]3[CH:13]=[CH:14][CH:15]=[CH:16][C:9]=3[Se:8]2)[CH:6]=[CH:5][CH:4]=[CH:3][CH:2]=1.[SH:17][CH2:18][CH2:19][C:20]([OH:22])=[O:21]>>[C:1]1([NH:7][C:11]([C:10]2[CH:13]=[CH:14][CH:15]=[CH:16][C:9]=2[Se:8][S:17][CH2:18][CH2:19][C:20]([OH:22])=[O:21])=[O:12])[CH:6]=[CH:5][CH:4]=[CH:3][CH:2]=1. Procedure details: Prepared similar to example 1 from 5 g (18,2 mmol) of 2-phenyl-1,2-benzisoselenazole-3(2H)-one and 2 g (18,9 mmol) of 3-mercaptopropionic acid. Starting materials: CCn1c(C(=O)Nc2ccc(N3CCN(C(=O)C4CCC(C(=O)OCc5ccccc5)CC4)CC3)nc2)cc2c(OC)cccc21, CO. Product: CCn1c(C(=O)Nc2ccc(N3CCN(C(=O)C4CCC(C(=O)O)CC4)CC3)nc2)cc2c(OC)cccc21. RXN SMILES: [CH2:1]([c:2]1[cH:3][cH:4][cH:5][cH:6][cH:7]1)[O:8][C:9](=[O:10])[CH:11]1[CH2:12][CH2:13][CH:14]([C:17](=[O:18])[N:19]2[CH2:20][CH2:21][N:22]([c:25]3[n:26][cH:27][c:28]([NH:31][C:32](=[O:33])[c:34]4[n:35]([CH2:45][CH3:46])[c:36]5[cH:37][cH:38][cH:39][c:40]([O:43][CH3:44])[c:41]5[cH:42]4)[cH:29][cH:30]3)[CH2:23][CH2:24]2)[CH2:15][CH2:16]1.[CH3:47][OH:48]>>[O:8]=[C:9]([OH:10])[CH:11]1[CH2:12][CH2:13][CH:14]([C:17](=[O:18])[N:19]2[CH2:20][CH2:21][N:22]([c:25]3[n:26][cH:27][c:28]([NH:31][C:32](=[O:33])[c:34]4[n:35]([CH2:45][CH3:46])[c:36]5[cH:37][cH:38][cH:39][c:40]([O:43][CH3:44])[c:41]5[cH:42]4)[cH:29][cH:30]3)[CH2:23][CH2:24]2)[CH2:15][CH2:16]1.